This data is from the Open Reaction Database (ORD), a public repository of structured organic reaction records. The task is: describe an organic reaction: reactants, conditions, products, and yield Starting materials: P([O-])([O-])([O-])=S.[Na+].[Na+].[Na+] (trisodium phosphorothioate), Cl.O=C1CN(CCN1)C(CCl)=N (2-(3-oxopiperazin-1-yl)-2-iminoethylchloride hydrochloride), Cl (hydrochloric acid). Run in ice water, O (water). Run at time 1 hour. The product is Cl.O=C1CN(CCN1)C(CS)=N (2-(3-oxopiperazin-1-yl)-2-iminoethylmercaptan hydrochloride). Yield: 45.8%. RXN SMILES: P(=[S:5])([O-])([O-])[O-].[Na+].[Na+].[Na+].Cl.[O:10]=[C:11]1[NH:16][CH2:15][CH2:14][N:13]([C:17](=[NH:20])[CH2:18][Cl:19])[CH2:12]1.Cl>O>[ClH:19].[O:10]=[C:11]1[NH:16][CH2:15][CH2:14][N:13]([C:17](=[NH:20])[CH2:18][SH:5])[CH2:12]1 |f:0.1.2.3,4.5,8.9|. Reported procedure: 12.0 g of trisodium phosphorothioate were added to a solution of 14.3 g of 2-(3-oxopiperazin-1-yl)-2-iminoethylchloride hydrochloride in 80 ml of water, kept cooled in ice-water, and the mixture was stirred at room temperature for one hour. After adding 66.5 ml of 1N hydrochloric acid, the mixture was heated to 50° C. for 30 minutes, and the solvent was then distilled off under reduced pressure. The concentrate was mixed with 200 ml of methanol, insolubles were filtered off, and the filtrate was... The reactants are CCCCP(CCCC)CCCC, [Cl-], C1CCOC1, C1COCCO1, COc1ccc(COC(=O)C(O)N2C(=O)C(NC(=O)Cc3ccccc3)C2SCC(=O)C2OCCC2C)cc1, O=S(Cl)Cl, Cc1cccc(C)n1. The product is CCCCP(CCCC)(CCCC)=C(C(=O)OCc1ccc(OC)cc1)N1C(=O)C(NC(=O)Cc2ccccc2)C1SCC(=O)C1OCCC1C. Reaction SMILES: [CH2:53]([CH2:54][CH2:55][CH3:56])[P:57]([CH2:58][CH2:59][CH2:60][CH3:61])[CH2:62][CH2:63][CH2:64][CH3:65].[Cl-:40].[O:66]1[CH2:67][CH2:68][CH2:69][CH2:70]1.[O:71]1[CH2:72][CH2:73][O:74][CH2:75][CH2:76]1.[OH:1][CH:2]([C:3](=[O:4])[O:5][CH2:6][c:7]1[cH:8][cH:9][c:10]([O:13][CH3:14])[cH:11][cH:12]1)[N:15]1[C:16](=[O:39])[CH:17]([NH:29][C:30]([CH2:31][c:32]2[cH:33][cH:34][cH:35][cH:36][cH:37]2)=[O:38])[CH:18]1[S:19][CH2:20][C:21](=[O:22])[CH:23]1[O:24][CH2:25][CH2:26][CH:27]1[CH3:28].[S:41]([Cl:42])([Cl:43])=[O:44].[n:45]1[c:46]([CH3:47])[cH:48][cH:49][cH:50][c:51]1[CH3:52]>>[C:2]([C:3](=[O:4])[O:5][CH2:6][c:7]1[cH:8][cH:9][c:10]([O:13][CH3:14])[cH:11][cH:12]1)([N:15]1[C:16](=[O:39])[CH:17]([NH:29][C:30]([CH2:31][c:32]2[cH:33][cH:34][cH:35][cH:36][cH:37]2)=[O:38])[CH:18]1[S:19][CH2:20][C:21](=[O:22])[CH:23]1[O:24][CH2:25][CH2:26][CH:27]1[CH3:28])=[P:57]([CH2:53][CH2:54][CH2:55][CH3:56])([CH2:58][CH2:59][CH2:60][CH3:61])[CH2:62][CH2:63][CH2:64][CH3:65].